Task: describe an organic reaction: reactants, conditions, products, and yield. Dataset: the Open Reaction Database (ORD), a public repository of structured organic reaction records The reactants are FC=1C=C(O[C@@H]2C[C@H](N(C2)C(=O)OC(C)(C)C)COS(=O)(=O)C)C=C(C1)[N+](=O)[O-] ((2S,4R)-tert-butyl 4-(3-fluoro-5-nitrophenoxy)-2-((methylsulfonyloxy)methyl)pyrrolidine-1-carboxylate), CN (methylamine). The solvent is CCOC(=O)C (EtOAc), C1CCOC1 (THF). Conditions: temperature 55 celsius. Yields the product FC=1C=C(O[C@@H]2C[C@H](N(C2)C(=O)OC(C)(C)C)CNC)C=C(C1)[N+](=O)[O-] ((2S,4R)-tert-butyl 4-(3-fluoro-5-nitrophenoxy)-2-((methylamino)methyl)pyrrolidine-1-carboxylate). RXN SMILES: [F:1][C:2]1[CH:3]=[C:4]([CH:24]=[C:25]([N+:27]([O-:29])=[O:28])[CH:26]=1)[O:5][C@H:6]1[CH2:10][N:9]([C:11]([O:13][C:14]([CH3:17])([CH3:16])[CH3:15])=[O:12])[C@H:8]([CH2:18]OS(C)(=O)=O)[CH2:7]1.[CH3:30][NH2:31]>C1COCC1.CCOC(C)=O>[F:1][C:2]1[CH:3]=[C:4]([CH:24]=[C:25]([N+:27]([O-:29])=[O:28])[CH:26]=1)[O:5][C@H:6]1[CH2:10][N:9]([C:11]([O:13][C:14]([CH3:16])([CH3:17])[CH3:15])=[O:12])[C@H:8]([CH2:18][NH:31][CH3:30])[CH2:7]1. Procedure details: To a solution of (2S,4R)-tert-butyl 4-(3-fluoro-5-nitrophenoxy)-2-((methylsulfonyloxy)methyl)pyrrolidine-1-carboxylate (1.0 equiv) in THF (0.4 M) was added 40% aq. methylamine (90 equiv). The resulting solution was heated to 55° C. overnight. The reaction mixture was cooled to room temperature and diluted with EtOAc (20 volume equivalents) and washed twice with sat. aq. NaHCO3 (10 volume equivalents) and once with brine (10 volume equivalents). The organic layer was dried over anhydrous sodium s... The reactants are C1(=CC=CC=C1)CO[C@@H]1[C@@H](C=O)O[C@@H]([C@H]1OCC1=CC=CC=C1)COCC1=CC=CC=C1 (2,5-anhydro-3,4,6-tris-O-(phenylmethyl)-D-mannose), P(OCC)(OCC)[O-] (diethyl phosphite), [O-]CC.[Na+] (sodium ethoxide), C(C)OP(=O)(C([C@H]1[C@@H](OCC2=CC=CC=C2)[C@H](OCC2=CC=CC=C2)[C@H](O1)COCC1=CC=CC=C1)O)OCC (2,5-anhydro-1-C-(diethoxyphosphinyl)-3,4,6-tris-O-(phenylmethyl)-D-glucitol), C(C)(C)N(C(C)C)CC (N,N-diisopropylethylamine), C[Si](CCOCCl)(C)C (2-(trimethylsilyl)ethoxymethyl chloride). Run in ClCCl (dichloromethane). Product: 1S, C(C)OP(=O)(C([C@@H]1[C@@H](OCC2=CC=CC=C2)[C@H](OCC2=CC=CC=C2)[C@H](O1)COCC1=CC=CC=C1)OCOCC[Si](C)(C)C)OCC (2,5-anhydro-1-C-(diethoxyphosphinyl)-3,4,6-tris-O-(phenylmethyl)-1-O-[[2-(trimethylsilyl)ethoxy]methyl]-D-mannitol). Reaction SMILES: C1(CO[C@H]2[C@H](OCC3C=CC=CC=3)[C@@H](COCC3C=CC=CC=3)O[C@@H]2C=O)C=CC=CC=1.P([O-])(OCC)OCC.[O-]CC.[Na+].[CH2:45]([O:47][P:48]([O:82][CH2:83][CH3:84])([CH:50]([OH:81])[C@@H:51]1[O:71][C@H:70]([CH2:72][O:73][CH2:74][C:75]2[CH:80]=[CH:79][CH:78]=[CH:77][CH:76]=2)[C@@H:61]([O:62][CH2:63][C:64]2[CH:69]=[CH:68][CH:67]=[CH:66][CH:65]=2)[C@@H:52]1[O:53][CH2:54][C:55]1[CH:60]=[CH:59][CH:58]=[CH:57][CH:56]=1)=[O:49])[CH3:46].C(N(CC)C(C)C)(C)C.[CH3:94][Si:95]([CH3:102])([CH3:101])[CH2:96][CH2:97][O:98][CH2:99]Cl>ClCCl>[CH2:45]([O:47][P:48]([O:82][CH2:83][CH3:84])([CH:50]([O:81][CH2:99][O:98][CH2:97][CH2:96][Si:95]([CH3:102])([CH3:101])[CH3:94])[C@H:51]1[O:71][C@H:70]([CH2:72][O:73][CH2:74][C:75]2[CH:80]=[CH:79][CH:78]=[CH:77][CH:76]=2)[C@@H:61]([O:62][CH2:63][C:64]2[CH:69]=[CH:68][CH:67]=[CH:66][CH:65]=2)[C@@H:52]1[O:53][CH2:54][C:55]1[CH:56]=[CH:57][CH:58]=[CH:59][CH:60]=1)=[O:49])[CH3:46] |f:2.3|. Procedure: In accordance with Flowchart C, 2,5-anhydro-3,4,6-tris-O-(phenylmethyl)-D-mannose 4 is reacted with diethyl phosphite and sodium ethoxide under argon, giving [lR(and/or IS)]-2,5-anhydro-1-C-(diethoxyphosphinyl)-3,4,6-tris-O-(phenylmethyl)-D-glucitol 21, which is reacted with N,N-diisopropylethylamine and 2-(trimethylsilyl)ethoxymethyl chloride in dry dichloromethane under argon at reflux, giving [1R-(and/or 1S)]-2,5-anhydro-1-C-(diethoxyphosphinyl)-3,4,6-tris-O-(phenylmethyl)-1-O-[[2-(trimethyls... The reactants are [H-].[Na+] (sodium hydride oil dispersion), N1=CC=C(C=C1)CCl (4-picolylchloride), N1=CC=C(C=C1)CC1C2=CC=CC=C2SC=2C=CC=CC12 (9-(4-pyridinylmethyl)thioxanthene). Run in CS(=O)C (dimethyl sulfoxide), CS(=O)C (dimethylsulfoxide), CS(=O)C (dimethylsulfoxide). Reaction conditions: time 30 minute. Product: N1=CC=C(C=C1)CC1(C2=CC=CC=C2SC=2C=CC=CC12)CC1=CC=NC=C1 (9,9-Bis(4-pyridinylmethyl)thioxanthene). Yield: 65.7%. Reaction SMILES: [H-].[Na+].[N:3]1[CH:8]=[CH:7][C:6]([CH2:9][CH:10]2[C:23]3[CH:22]=[CH:21][CH:20]=[CH:19][C:18]=3[S:17][C:16]3[C:11]2=[CH:12][CH:13]=[CH:14][CH:15]=3)=[CH:5][CH:4]=1.[N:24]1[CH:29]=[CH:28][C:27]([CH2:30]Cl)=[CH:26][CH:25]=1>CS(C)=O>[N:3]1[CH:4]=[CH:5][C:6]([CH2:9][C:10]2([CH2:30][C:27]3[CH:28]=[CH:29][N:24]=[CH:25][CH:26]=3)[C:11]3[CH:12]=[CH:13][CH:14]=[CH:15][C:16]=3[S:17][C:18]3[C:23]2=[CH:22][CH:21]=[CH:20][CH:19]=3)=[CH:7][CH:8]=1 |f:0.1|. Procedure: A quantity of 0.38 g (8.0 mmole) of 50% sodium hydride oil dispersion was added slowly during 15 minutes to 20 ml of dimethyl sulfoxide at room temperature. After completion of addition, the reaction mixture was heated at 45° for 30 minutes. It was cooled to 15° and a solution of 2.3 g (8.0 mmole) of 9-(4-pyridinylmethyl)thioxanthene in 10 ml of dimethylsulfoxide was added dropwise during 15 minutes at room temperature. After completion of addition, the reaction mixture was stirred 30 minutes at...